From a dataset of the Open Reaction Database (ORD), a public repository of structured organic reaction records. describe an organic reaction: reactants, conditions, products, and yield Starting materials: OCC(C1CCCCC1)n1c(-c2ccc(Cl)cc2)nc2cc(F)c(F)cc21, CCOC(=O)N=NC(=O)OCC, C1CCOC1, CCOC(=O)c1ccc(O)cc1, c1ccc(P(c2ccccc2)c2ccccc2)cc1. The product is CCOC(=O)c1ccc(OCC(C2CCCCC2)n2c(-c3ccc(Cl)cc3)nc3cc(F)c(F)cc32)cc1. Reaction SMILES: [Cl:1][c:2]1[cH:3][cH:4][c:5](-[c:8]2[n:9][c:10]3[c:11]([n:12]2[CH:13]([CH2:14][OH:15])[CH:16]2[CH2:17][CH2:18][CH2:19][CH2:20][CH2:21]2)[cH:22][c:23]([F:27])[c:24]([F:26])[cH:25]3)[cH:6][cH:7]1.[O:59]=[C:60]([O:61][CH2:62][CH3:63])[N:64]=[N:65][C:66]([O:67][CH2:68][CH3:69])=[O:70].[O:71]1[CH2:72][CH2:73][CH2:74][CH2:75]1.[OH:28][c:29]1[cH:30][cH:31][c:32]([C:33](=[O:34])[O:35][CH2:36][CH3:37])[cH:38][cH:39]1.[c:40]1([P:41]([c:42]2[cH:43][cH:44][cH:45][cH:46][cH:47]2)[c:48]2[cH:49][cH:50][cH:51][cH:52][cH:53]2)[cH:54][cH:55][cH:56][cH:57][cH:58]1>>[Cl:1][c:2]1[cH:3][cH:4][c:5](-[c:8]2[n:9][c:10]3[c:11]([n:12]2[CH:13]([CH2:14][O:15][c:29]2[cH:30][cH:31][c:32]([C:33](=[O:34])[O:35][CH2:36][CH3:37])[cH:38][cH:39]2)[CH:16]2[CH2:17][CH2:18][CH2:19][CH2:20][CH2:21]2)[cH:22][c:23]([F:27])[c:24]([F:26])[cH:25]3)[cH:6][cH:7]1. The reactants are ClC(C(=O)O)Cl (dichloroacetic acid), C(=O)O (formic acid), C(C)(=O)O (acetic acid), C(CC)(=O)O (propionic acid). Yields the product prenyl ester, ClC(C(=O)OCC=C(C)C)Cl (prenyl dichloroacetate). RXN SMILES: [C:1](O)(=O)[CH3:2].[C:5](O)(=O)[CH2:6]C.[Cl:10][CH:11]([Cl:15])[C:12]([OH:14])=[O:13].[CH:16](O)=O>>[Cl:10][CH:11]([Cl:15])[C:12]([O:14][CH2:5][CH:6]=[C:1]([CH3:2])[CH3:16])=[O:13]. Reported procedure: This reaction fails for acetic acid (Ka=1.75×10−5), propionic acid (Ka=1.34×10−5), et al., and is even quite slow when one uses formic acid (Ka=1.77×10−4). In contrast, the use of dichloroacetic acid (Ka=5.53×10−2) in molar excess in the above reaction results in a moderate yield of the corresponding prenyl ester (7), prenyl dichloroacetate. Once the ester (7) is obtained, it can be readily saponified using sodium carbonate, sodium hydroxide, potassium carbonate et al., in aqueous alcohol at roo... The reactants are CC(C)(C)c1ncc(Br)cn1, CCOC(=O)C(=O)OCC, CI, Cl, I, [Mg], C1CCOC1, c1cncnc1. Yields the product CCOC(=O)C(=O)c1cnc(C(C)(C)C)nc1. RXN SMILES: [Br:3][c:4]1[cH:5][n:6][c:7]([C:10]([CH3:11])([CH3:12])[CH3:13])[n:8][cH:9]1.[C:22]([C:23](=[O:24])[O:25][CH2:26][CH3:27])(=[O:28])[O:29][CH2:30][CH3:31].[CH3:14][I:15].[ClH:32].[I:2].[Mg:1].[O:33]1[CH2:34][CH2:35][CH2:36][CH2:37]1.[cH:16]1[cH:17][n:18][cH:19][n:20][cH:21]1>>[c:4]1([C:22]([C:23](=[O:24])[O:25][CH2:26][CH3:27])=[O:28])[cH:5][n:6][c:7]([C:10]([CH3:11])([CH3:12])[CH3:13])[n:8][cH:9]1. Starting materials: C(N)(=N)NC(=S)N (amidinothiourea), ClCC(=O)CCl (1,3-dichloroacetone). Solvent: CC(=O)C (acetone), CC(=O)C (acetone). Conditions: time 8 hour. Yields the product Cl.N(C(=N)N)C=1SC=C(N1)CCl (2-guanidino-4-chloromethylthiazole hydrochloride). As a reaction SMILES: [C:1]([NH:4][C:5]([NH2:7])=[S:6])(=[NH:3])[NH2:2].[Cl:8][CH2:9][C:10]([CH2:12]Cl)=O>CC(C)=O>[ClH:8].[NH:4]([C:5]1[S:6][CH:12]=[C:10]([CH2:9][Cl:8])[N:7]=1)[C:1]([NH2:2])=[NH:3] |f:3.4|. Procedure details: A suspension of amidinothiourea (16.8 g.) in acetone (75 ml.) was treated with 1,3-dichloroacetone (18 g.) in acetone (60 ml.). There was a slight exotherm and the crystalline suspension gradually changed to a fine white solid. After stirring overnight at room temperature the solid was filtered off and washed with acetone. Crystallization from ethanol gave 2-guanidino-4-chloromethylthiazole hydrochloride, m.p. 191°-193° C. The reactants are ClCC=1OC=CC1 (2-(chloromethyl)furan), BrCC1=CSC=C1 (3-(bromomethyl)thiophene), BrCC=1SC=CC1 (2-(bromomethyl)thiophene), Cl.ClCC1=CC=NC=C1 (4-(chloromethyl)pyridine hydrochloride), ClCN1N=CN=C1 (1-(chloro-methyl)-1H-1,2,4-triazole), BrCC1=COC=C1 (3-(bromomethyl) furan), ClCC=CC=1OC=CC1 (2-(3-chloro-1-propenyl)furan), CC1=CC=C(C=C1)S(=O)(=O)OCCN1N=CC=C1 (2-(1H-pyrazol-1-yl)ethyl 4-methylbenzenesulfonate). Yields the product ClC1=CC=C(C=2CCN(CCC21)C)OCC2=CC=NC=C2 (6-Chloro-2,3,4,5-tetrahydro-3-methyl-9-(4-pyridinylmethoxy)-1H-3-benzazepin). RXN SMILES: Cl[CH2:2][C:3]1[O:4][CH:5]=[CH:6][CH:7]=1.BrCC1C=COC=1.ClC[CH:17]=[CH:18][C:19]1O[CH:21]=[CH:22][CH:23]=1.BrCC1SC=CC=1.BrCC1C=CSC=1.CC1C=CC(S(O[CH2:49][CH2:50][N:51]2[CH:55]=[CH:54]C=N2)(=O)=O)=CC=1.Cl[CH2:57][N:58]1[CH:62]=NC=N1.Cl.[Cl:64]CC1C=CN=CC=1>>[Cl:64][C:23]1[C:19]2[CH2:18][CH2:17][N:58]([CH3:62])[CH2:57][CH2:7][C:6]=2[C:5]([O:4][CH2:3][C:2]2[CH:49]=[CH:50][N:51]=[CH:55][CH:54]=2)=[CH:21][CH:22]=1 |f:7.8|. Procedure: Using the general procedure of Example 2, replacing 1-(chloromethyl)-1H-pyrazole with 2-(chloromethyl)furan, 3-(bromomethyl) furan, 2-(3-chloro-1-propenyl)furan, 2-(bromomethyl)thiophene, 3-(bromomethyl)thiophene, 2-(1H-pyrazol-1-yl)ethyl 4-methylbenzenesulfonate, 1-(chloro-methyl)-1H-1,2,4-triazole, and 4-(chloromethyl)pyridine hydrochloride gave: